Task: describe an organic reaction: reactants, conditions, products, and yield. Dataset: the Open Reaction Database (ORD), a public repository of structured organic reaction records Reactants: O=c1c2ccccc2c(Br)nn1-c1ccc(Cl)cc1, Cc1cc(N)n(C(C)(C)C)n1, O=C([O-])[O-], O=C(C=Cc1ccccc1)C=Cc1ccccc1, O=C(C=Cc1ccccc1)C=Cc1ccccc1, O=C(C=Cc1ccccc1)C=Cc1ccccc1, [Cs+], [Cs+], C1COCCO1, [Pd], [Pd], CC1(C)c2cccc(P(c3ccccc3)c3ccccc3)c2Oc2c(P(c3ccccc3)c3ccccc3)cccc21. Reaction SMILES: [Br:1][c:2]1[n:3][n:4](-[c:13]2[cH:14][cH:15][c:16]([Cl:19])[cH:17][cH:18]2)[c:5](=[O:12])[c:6]2[cH:7][cH:8][cH:9][cH:10][c:11]12.[C:20]([CH3:21])([CH3:22])([CH3:23])[n:24]1[n:25][c:26]([CH3:30])[cH:27][c:28]1[NH2:29].[C:31](=[O:32])([O-:33])[O-:34].[CH:105](=[CH:106][C:107]([CH:108]=[CH:109][c:110]1[cH:111][cH:112][cH:113][cH:114][cH:115]1)=[O:116])[c:117]1[cH:118][cH:119][cH:120][cH:121][cH:122]1.[CH:123](=[CH:124][C:125]([CH:126]=[CH:127][c:128]1[cH:129][cH:130][cH:131][cH:132][cH:133]1)=[O:134])[c:135]1[cH:136][cH:137][cH:138][cH:139][cH:140]1.[CH:87](=[CH:88][C:89]([CH:90]=[CH:91][c:92]1[cH:93][cH:94][cH:95][cH:96][cH:97]1)=[O:98])[c:99]1[cH:100][cH:101][cH:102][cH:103][cH:104]1.[Cs+:35].[Cs+:36].[O:79]1[CH2:80][CH2:81][O:82][CH2:83][CH2:84]1.[Pd:85].[Pd:86].[c:37]1([P:38]([c:39]2[cH:40][cH:41][cH:42][cH:43][cH:44]2)[c:45]2[c:46]3[c:70]([cH:71][cH:72][cH:73]2)[C:67]([CH3:68])([CH3:69])[c:49]2[c:48]([c:53]([P:54]([c:55]4[cH:56][cH:57][cH:58][cH:59][cH:60]4)[c:61]4[cH:62][cH:63][cH:64][cH:65][cH:66]4)[cH:52][cH:51][cH:50]2)[O:47]3)[cH:74][cH:75][cH:76][cH:77][cH:78]1>>[c:2]1([NH:29][c:28]2[n:24]([C:20]([CH3:21])([CH3:22])[CH3:23])[n:25][c:26]([CH3:30])[cH:27]2)[n:3][n:4](-[c:13]2[cH:14][cH:15][c:16]([Cl:19])[cH:17][cH:18]2)[c:5](=[O:12])[c:6]2[cH:7][cH:8][cH:9][cH:10][c:11]12. Product: Cc1cc(Nc2nn(-c3ccc(Cl)cc3)c(=O)c3ccccc23)n(C(C)(C)C)n1.